From a dataset of the Open Reaction Database (ORD), a public repository of structured organic reaction records. describe an organic reaction: reactants, conditions, products, and yield Run in O1CCCC1 (tetrahydrofuran), CN(C=O)C (N,N-dimethylformamide), O1CCCC1 (tetrahydrofuran), N1=CC=CC=C1 (pyridine), C1(=CC=CC=C1)C (toluene). Run at time 2 hour. Reaction SMILES: [CH2:1]([O:6][C:7]1[CH:15]=[CH:14][C:10]([C:11]([OH:13])=O)=[CH:9][CH:8]=1)[CH2:2][CH2:3][CH2:4][CH3:5].C(Cl)(=O)C(Cl)=O.[CH3:22][NH:23][O:24][CH3:25].Cl.C(OC1C=CC(C(Cl)=O)=CC=1)CCCC>C1(C)C=CC=CC=1.O1CCCC1.N1C=CC=CC=1.CN(C)C=O>[CH2:1]([O:6][C:7]1[CH:8]=[CH:9][C:10]([C:11]([N:23]([CH3:22])[O:24][CH3:25])=[O:13])=[CH:14][CH:15]=1)[CH2:2][CH2:3][CH2:4][CH3:5]. Product: C(CCCC)OC1=CC=C(C(=O)N(OC)C)C=C1 (N-(4-n-pentyloxybenzoyl)-N,O-dimethylhydroxylamine). Reactants: C(CCCC)OC1=CC=C(C(=O)Cl)C=C1 (4-n-pentyloxybenzoyl chloride), C(C(=O)Cl)(=O)Cl (oxalyl chloride), mixture, Cl (HCl), CNOC (N,O-dimethylhydroxylamine), Cl (hydrochloride), C(CCCC)OC1=CC=C(C(=O)O)C=C1 (4-n-pentyloxybenzoic acid). Procedure: To a suspension of 4-n-pentyloxybenzoic acid (5.0 g) in toluene was added oxalyl chloride (15 ml) and N,N-dimethylformamide (0.1 ml) and the mixture was stirred for 2 hours at room temperature. The solvents were evaporated under reduced pressure to give crude 4-n-pentyloxybenzoyl chloride. To a suspension of N,O-dimethylhydroxylamine a hydrochloride (3.51 g) and pyridine (5.82 ml) in tetrahydrofuran (25 ml) was added the solution of crude 4-n-pentyloxybenzoyl chloride in tetrahydrofuran (25 ml) ... The reactants are CNC(=O)CCCC1CN=Cc2ccc(OC)cc21, CO. The product is CNC(=O)CCCC1CNCc2ccc(OC)cc21. As a reaction SMILES: [CH3:1][O:2][c:3]1[cH:4][c:5]2[c:10]([cH:11][cH:12]1)[CH:9]=[N:8][CH2:7][CH:6]2[CH2:13][CH2:14][CH2:15][C:16](=[O:17])[NH:18][CH3:19].[CH3:20][OH:21]>>[CH3:1][O:2][c:3]1[cH:4][c:5]2[c:10]([cH:11][cH:12]1)[CH2:9][NH:8][CH2:7][CH:6]2[CH2:13][CH2:14][CH2:15][C:16](=[O:17])[NH:18][CH3:19]. Reactants: C(C)(=O)OC(C)=O (acetic anhydride), CC1(C(NC2=CC(=CC=C12)C(=O)NC1=CC=C(C=C1)N)=O)C (2,3-Dihydro-3,3-dimethyl-N-(4-aminophenyl)-2-oxo-(1H)-indole-6- carboxamide). Solvent: C(C)(=O)O (acetic acid). Product: CC1(C(NC2=CC(=CC=C12)C(=O)NC1=CC=C(C=C1)NC(=O)C)=O)C (2,3-Dihydro-3,3-dimethyl-N-(4-acetaminophenyl)-2-oxo-(1H)-indole-6-carboxamide). RXN SMILES: [CH3:1][C:2]1([CH3:22])[C:10]2[C:5](=[CH:6][C:7]([C:11]([NH:13][C:14]3[CH:19]=[CH:18][C:17]([NH2:20])=[CH:16][CH:15]=3)=[O:12])=[CH:8][CH:9]=2)[NH:4][C:3]1=[O:21].[C:23](OC(=O)C)(=[O:25])[CH3:24]>C(O)(=O)C>[CH3:1][C:2]1([CH3:22])[C:10]2[C:5](=[CH:6][C:7]([C:11]([NH:13][C:14]3[CH:15]=[CH:16][C:17]([NH:20][C:23]([CH3:24])=[O:25])=[CH:18][CH:19]=3)=[O:12])=[CH:8][CH:9]=2)[NH:4][C:3]1=[O:21]. Procedure: 0.83 g. (2.4 mmol) 2,3-Dihydro-3,3-dimethyl-N-(4-aminophenyl)-2-oxo-(1H)-indole-6- carboxamide (from Example 29) was stirred in 5 ml. 2N acetic acid and ml. (53.4 mmol) acetic anhydride for 3 hours at 40° C. The solvent was removed under vacuum and the residue purified by column chromatography (silica gel; isohexane:ethyl acetate:methanol 5:4:0.5 v/v/v) to give 0.6 g. (63% of theory) of the title compound; m.p. 294-295° C. Starting materials: C(=O)N (formamide), 3h, C(=O)O (formic acid), ClC1=CC(=CC=2N=CNC21)NC=O (4-chloro-6-foramidylbenzimidazole), ClC1=CC(=CC(=C1N)[N+](=O)[O-])[N+](=O)[O-] (6-chloro-2,4-dinitroaniline). Reagents/catalysts: [Pd] (Pd/C). The solvent is C(C)(=O)OC(C)=O (acetic anhydride), CCO (EtOH), Cl (HCl). The product is ClC1=CC(=CC=2N=CNC21)N (4-chloro-6-aminobenzimidazole). Reaction SMILES: ClC1C(N)=C([N+]([O-])=O)C=C([N+]([O-])=O)C=1.C(O)=O.[Cl:18][C:19]1[C:27]2[NH:26][CH:25]=[N:24][C:23]=2[CH:22]=[C:21]([NH:28]C=O)[CH:20]=1.C(N)=O>C(OC(=O)C)(=O)C.Cl.[Pd].CCO>[Cl:18][C:19]1[C:27]2[NH:26][CH:25]=[N:24][C:23]=2[CH:22]=[C:21]([NH2:28])[CH:20]=1. Procedure: Methanolic solution of 6-chloro-2,4-dinitroaniline (2.4 g, 11 mmol) was stirred overnight with 100 mg of 10% Pd/C under H2. Reaction mixture was filtered and concentrated in vacuo to provide an oil which was dissolved in 10 ml of acetic anhydride and 10 ml of formic acid and stirred at reflux for 12 h. The reaction mixture was concentrated in vacuo, yielding a brown oil which was characterized as 4-chloro-6-foramidylbenzimidazole in NMR analysis. The formamide was dissolved in 20 ml of HCl sat'd... The reactants are NOCc1ccccc1, CN(C)P(=O)(N(C)C)N(C)C, CI, Cl, O. The product is CNOCc1ccccc1. Reaction SMILES: [CH2:2]([c:3]1[cH:4][cH:5][cH:6][cH:7][cH:8]1)[O:9][NH2:10].[CH3:11][N:12]([CH3:13])[P:14]([N:15]([CH3:16])[CH3:17])([N:18]([CH3:19])[CH3:20])=[O:21].[CH3:22][I:23].[ClH:1].[OH2:24]>>[CH2:2]([c:3]1[cH:4][cH:5][cH:6][cH:7][cH:8]1)[O:9][NH:10][CH3:11].